Task: describe an organic reaction: reactants, conditions, products, and yield. Dataset: the Open Reaction Database (ORD), a public repository of structured organic reaction records Reactants: COC1=CC=C(C=C1)C1=NN(C2=C1CC=1SC(=CC21)C2=CC=NC=C2)COCC[Si](C)(C)C (6-(4-Methoxy-phenyl)-2-pyridin-4-yl-4-(2-trimethylsilanyl-ethoxymethyl)-4,7-dihydro-1-thia-4,5-diaza-cyclopenta[a]pentalene), Cl (HCl). Run in CO (MeOH). Reaction conditions: temperature 100 celsius. Product: COC1=CC=C(C=C1)C1=NNC2=C1CC=1SC(=CC21)C2=CC=NC=C2 (6-(4-Methoxy-phenyl)-2-pyridin-4-yl-4,7-dihydro-1-thia-4,5-diaza-cyclopenta[a]pent alene). Yield: 96.9%. As a reaction SMILES: [CH3:1][O:2][C:3]1[CH:8]=[CH:7][C:6]([C:9]2[C:13]3[CH2:14][C:15]4[S:16][C:17]([C:20]5[CH:25]=[CH:24][N:23]=[CH:22][CH:21]=5)=[CH:18][C:19]=4[C:12]=3[N:11](COCC[Si](C)(C)C)[N:10]=2)=[CH:5][CH:4]=1.Cl>CO>[CH3:1][O:2][C:3]1[CH:4]=[CH:5][C:6]([C:9]2[C:13]3[CH2:14][C:15]4[S:16][C:17]([C:20]5[CH:21]=[CH:22][N:23]=[CH:24][CH:25]=5)=[CH:18][C:19]=4[C:12]=3[NH:11][N:10]=2)=[CH:7][CH:8]=1. Procedure details: 6-(4-Methoxy-phenyl)-2-pyridin-4-yl-4-(2-trimethylsilanyl-ethoxymethyl)-4,7-dihydro-1-thia-4,5-diaza-cyclopenta[a]pentalene (0.49 g, 0.98 mmol) was dissolved in MeOH and treated with concentrated HCl (0.3 mL, 9.4 mmol). The reaction mixture was heated at 100° C. for 4 hr. The solution was cooled to room temperature and the resultant precipitate was filtered, washed with MeOH and concentrated under reduced pressure to provide the corresponding 6-(4-Methoxy-phenyl)-2-pyridin-4-yl-4,7-dihydro-1-thi... Procedure: To a mixture of sodium 2-chloro-2,2-difluoroacetate (7.14 g, 46.8 mmol) and potassium carbonate (3.50 g, 25.3 mmol) in DMF (10 mL) and water (2.5 mL) at 110° C. was added a solution of 2-fluoro-3-nitrophenol (2 g, 12.65 mmol) in DMF (10 mL) and the mixture was stirred at 110° C. for 6 h. After cooling down, the mixture was quenched with water and extracted with EtOAc. The organic layer was then washed with water, brine and dried over Na2SO4, filtered and concentrated. The crude material was puri... The solvent is CN(C)C=O (DMF), O (water), CN(C)C=O (DMF). Reaction conditions: temperature 110 celsius, time 6 hour. Reactants: ClC(C(=O)[O-])(F)F.[Na+] (sodium 2-chloro-2,2-difluoroacetate), C([O-])([O-])=O.[K+].[K+] (potassium carbonate), FC1=C(C=CC=C1[N+](=O)[O-])O (2-fluoro-3-nitrophenol). Yields the product FC(OC1=C(C(=CC=C1)[N+](=O)[O-])F)F (1-Difluoromethoxy-2-fluoro-3-nitro-benzene). Reaction SMILES: Cl[C:2]([F:7])([F:6])C([O-])=O.[Na+].C(=O)([O-])[O-].[K+].[K+].[F:15][C:16]1[C:21]([N+:22]([O-:24])=[O:23])=[CH:20][CH:19]=[CH:18][C:17]=1[OH:25]>CN(C=O)C.O>[F:6][CH:2]([F:7])[O:25][C:17]1[CH:18]=[CH:19][CH:20]=[C:21]([N+:22]([O-:24])=[O:23])[C:16]=1[F:15] |f:0.1,2.3.4|. The reactants are O.O.O.O.C(=O)([O-])C(O)C(O)C(=O)[O-].[Na+].[K+] ((+)-potassium sodium tartrate tetrahydrate), C(C)(=O)OCC (ethyl acetate), solution, COCCO[AlH2-]OCCOC.[Na+] (Red-Al), C(C=C)[C@@H]1C(N(C[C@H]1CO[Si](C)(C)C(C)(C)C)[C@H](C)C1=CC=CC=C1)=O ((3S,4S)-3-allyl-4-(tert-butyldimethylsilyloxy)methyl-2-oxo-1-[(1R)-1-phenylethyl]pyrrolidine). Run in [Cl-].[Na+].O (brine), C1(=CC=CC=C1)C (toluene), C1(=CC=CC=C1)C (toluene). Run at temperature 45 celsius, time 5 hour. Yields the product C(C=C)[C@@H]1CN(C[C@H]1CO[Si](C)(C)C(C)(C)C)[C@H](C)C1=CC=CC=C1 ((3S,4S)-3-Allyl-4-(tert-butyldimethylsilyloxy)methyl-1-[(1R)-1-phenylethyl]pyrrolidine). The yield is 67.7%. As a reaction SMILES: COCCO[AlH2-]OCCOC.[Na+].[CH2:13]([C@H:16]1[C@H:20]([CH2:21][O:22][Si:23]([C:26]([CH3:29])([CH3:28])[CH3:27])([CH3:25])[CH3:24])[CH2:19][N:18]([C@@H:30]([C:32]2[CH:37]=[CH:36][CH:35]=[CH:34][CH:33]=2)[CH3:31])[C:17]1=O)[CH:14]=[CH2:15].O.O.O.O.C(C(C(C([O-])=O)O)O)([O-])=O.[Na+].[K+].C(OCC)(=O)C>C1(C)C=CC=CC=1.[Cl-].[Na+].O>[CH2:13]([C@H:16]1[C@H:20]([CH2:21][O:22][Si:23]([C:26]([CH3:29])([CH3:27])[CH3:28])([CH3:24])[CH3:25])[CH2:19][N:18]([C@@H:30]([C:32]2[CH:33]=[CH:34][CH:35]=[CH:36][CH:37]=2)[CH3:31])[CH2:17]1)[CH:14]=[CH2:15] |f:0.1,3.4.5.6.7.8.9,12.13.14|. Procedure: A 65% solution of Red-Al™ in toluene (788 mL, 2.63 mol) was added dropwise to a solution of (3S,4S)-3-allyl-4-(tert-butyldimethylsilyloxy)methyl-2-oxo-1-[(1R)-1-phenylethyl]pyrrolidine (327 g, 875 mmol) in toluene (1500 mL) in a nitrogen atmosphere over one hour. The reaction solution was stirred at 45° C. for five hours and then cooled to 0° C., and a 20% (+)-potassium sodium tartrate tetrahydrate solution (2.00 L) was added. The reaction solution was poured into a mixture of ethyl acetate and ... Reactants: ClC(C1=NN(C2=CC=CC=C12)C1=CC=CC=C1)C1CCCCC1 (3-[chloro(cyclohexyl)methyl]-1-phenyl-1H-indazole), NC1=CC=C(C=C1)C(=O)N(CCC(=O)OCC)C (ethyl 3-{[(4-aminophenyl)carbonyl](methyl)amino}propanoate). Yields the product C1(CCCCC1)C(C1=NN(C2=CC=CC=C12)C1=CC=CC=C1)NC1=CC=C(C=C1)C(=O)N(CCC(=O)O)C (3-{[(4-{[cyclohexyl(1-phenyl-1H-indazol-3-yl)methyl]amino}phenyl)carbonyl](methyl)amino}propanoic acid). Isolated yield 12.4%. Reaction SMILES: Cl[CH:2]([CH:18]1[CH2:23][CH2:22][CH2:21][CH2:20][CH2:19]1)[C:3]1[C:11]2[C:6](=[CH:7][CH:8]=[CH:9][CH:10]=2)[N:5]([C:12]2[CH:17]=[CH:16][CH:15]=[CH:14][CH:13]=2)[N:4]=1.[NH2:24][C:25]1[CH:30]=[CH:29][C:28]([C:31]([N:33]([CH3:41])[CH2:34][CH2:35][C:36]([O:38]CC)=[O:37])=[O:32])=[CH:27][CH:26]=1>>[CH:18]1([CH:2]([NH:24][C:25]2[CH:26]=[CH:27][C:28]([C:31]([N:33]([CH3:41])[CH2:34][CH2:35][C:36]([OH:38])=[O:37])=[O:32])=[CH:29][CH:30]=2)[C:3]2[C:11]3[C:6](=[CH:7][CH:8]=[CH:9][CH:10]=3)[N:5]([C:12]3[CH:17]=[CH:16][CH:15]=[CH:14][CH:13]=3)[N:4]=2)[CH2:23][CH2:22][CH2:21][CH2:20][CH2:19]1. Reported procedure: Using 3-[chloro(cyclohexyl)methyl]-1-phenyl-1H-indazole (397 mg) synthesized in Example A14(4) and ethyl 3-{[(4-aminophenyl)carbonyl](methyl)amino}propanoate (305 mg) synthesized in Example 2(2) and in the same manner as in Example A7(3), the title object compound (76.9 mg, 12%) was obtained as a pale-yellow solid. Reactants: CN(C=O)C (N,N-dimethylformamide), ClC1=C(CBr)C=CC(=C1)Cl (2,4-dichlorobenzyl bromide), C([O-])(O)=O.[Na+] (sodium bicarbonate), C(C1=CC=CC=C1)C=1NC2=C(N1)C=CC(=C2)C(=O)OCC (2-benzyl-5-ethoxycarbonylbenzimidazole). The solvent is O (water), C(C)(=O)OCC (ethyl acetate). Run at temperature 60 celsius. The product is C(C1=CC=CC=C1)C1=NC2=C(N1CC1=C(C=C(C=C1)Cl)Cl)C=CC(=C2)C(=O)OCC (2-benzyl-1-(2,4-dichlorobenzyl)-5-ethoxycarbonylbenzimidazole). Yield: 14.0%. As a reaction SMILES: CN(C)C=O.[Cl:6][C:7]1[CH:14]=[C:13]([Cl:15])[CH:12]=[CH:11][C:8]=1[CH2:9]Br.C(=O)(O)[O-].[Na+].[CH2:21]([C:28]1[NH:29][C:30]2[CH:36]=[C:35]([C:37]([O:39][CH2:40][CH3:41])=[O:38])[CH:34]=[CH:33][C:31]=2[N:32]=1)[C:22]1[CH:27]=[CH:26][CH:25]=[CH:24][CH:23]=1>O.C(OCC)(=O)C>[CH2:21]([C:28]1[N:32]([CH2:9][C:8]2[CH:11]=[CH:12][C:13]([Cl:15])=[CH:14][C:7]=2[Cl:6])[C:31]2[CH:33]=[CH:34][C:35]([C:37]([O:39][CH2:40][CH3:41])=[O:38])=[CH:36][C:30]=2[N:29]=1)[C:22]1[CH:23]=[CH:24][CH:25]=[CH:26][CH:27]=1 |f:2.3|. Procedure details: N,N-dimethylformamide (15 ml), 2,4-dichlorobenzyl bromide (4.45 g) and sodium bicarbonate (1.23 g) are added to 2-benzyl-5-ethoxycarbonyl-benzimidazole (2.37 g) (example 11) and the solution is heated for one hour at 60° C. After adding ethyl acetate (70 ml) and water (70 ml) and separating the solution, the organic layer is washed with water three times and extraction is performed on the aqueous layer using ethyl acetate three times. By concentrating the obtained organic layer under reduced pre... The reactants are NC1=NN2C(N=CC(=C2)F)=C1C(=O)ON1N=NC2=C1C=C(C=C2)Cl ((6-chlorobenzotriazol-1-yl) 2-amino-6-fluoro-pyrazolo[1,5-a]pyrimidine-3-carboxylate), NC=1C=NC=C(C1N1CCC(CC1)C(=O)OC(C)(C)C)F (tert-butyl 1-(3-amino-5-fluoro-4-pyridyl)piperidine-4-carboxylate). Run in N1=CC=CC=C1 (pyridine). Conditions: temperature 95 celsius, time 10 minute. The product is NC1=NN2C(N=CC(=C2)F)=C1C(=O)NC=1C=NC=C(C1N1CCC(CC1)C(=O)OC(C)(C)C)F (tert-butyl 1-[3-[(2-amino-6-fluoro-pyrazolo[1,5-a]pyrimidine-3-carbonyl)amino]-5-fluoro-4-pyridyl]piperidine-4-carboxylate). The yield is 56.0%. As a reaction SMILES: [NH2:1][C:2]1[C:11]([C:12]([O:14]N2C3C=C(Cl)C=CC=3N=N2)=O)=[C:5]2[N:6]=[CH:7][C:8]([F:10])=[CH:9][N:4]2[N:3]=1.[NH2:25][C:26]1[CH:27]=[N:28][CH:29]=[C:30]([F:45])[C:31]=1[N:32]1[CH2:37][CH2:36][CH:35]([C:38]([O:40][C:41]([CH3:44])([CH3:43])[CH3:42])=[O:39])[CH2:34][CH2:33]1>N1C=CC=CC=1>[NH2:1][C:2]1[C:11]([C:12]([NH:25][C:26]2[CH:27]=[N:28][CH:29]=[C:30]([F:45])[C:31]=2[N:32]2[CH2:37][CH2:36][CH:35]([C:38]([O:40][C:41]([CH3:43])([CH3:42])[CH3:44])=[O:39])[CH2:34][CH2:33]2)=[O:14])=[C:5]2[N:6]=[CH:7][C:8]([F:10])=[CH:9][N:4]2[N:3]=1. Procedure: A mixture of (6-chlorobenzotriazol-1-yl) 2-amino-6-fluoro-pyrazolo[1,5-a]pyrimidine-3-carboxylate 6a* (44.02 g, 126.6 mmol) and tert-butyl 1-(3-amino-5-fluoro-4-pyridyl)piperidine-4-carboxylate 27 (prepared according to Preparation N-15) (34 g, 115.1 mmol) in pyridine (510.0 mL) was heated at 95° C. internally overnight (18 h). Mixture was cooled to room temperature (product precipitated) then added ethanol (340.0 mL) and stirred at room temperature for 10 mins. Collected yellow solid by filtrat... The reactants are [NH+]1=CC=CC=C1 (pyridinium), FC=1C(OC2=CC(=C(C=C2C1)CC=C)O)=O (3-fluoro-6-allyl-7-hydroxycoumarin), C1CC(=O)N(C1=O)I (NIS). Solvent: N1=CC=CC=C1 (pyridine). Product: C1=COC=2C1=CC3=C(C2)OC(=O)C=C3 (psoralen). Reaction SMILES: [NH+]1C=CC=CC=1.F[C:8]1[C:9](=[O:22])[O:10][C:11]2[C:16]([CH:17]=1)=[CH:15][C:14]([CH2:18][CH:19]=C)=[C:13]([OH:21])[CH:12]=2.C1C(=O)N(I)C(=O)C1>N1C=CC=CC=1>[CH:18]1[C:14]2=[CH:15][C:16]3[CH:17]=[CH:8][C:9](=[O:22])[O:10][C:11]=3[CH:12]=[C:13]2[O:21][CH:19]=1. Procedure details: Similarly the fluorine atom was introduced during the formation of the pyrone moiety through a Pechmann reaction with ethyl 2-fluoro-acetoacetate as the fluorine carrier. Thus, 3-fluoro-4,8-dimethyl-6-allyl-7-hydroxycoumarin (3, R═F, R′=H) was prepared in 3 steps from 2-methylresorcinol (36% overall yield). Then, ring closure was achieved in two steps in a 66% overall yield following the same route employed with the 3-cyano derivatives giving a mixture 89:11 of (5, R═F, T═Br) and its pyrano isom...